Task: describe an organic reaction: reactants, conditions, products, and yield. Dataset: the Open Reaction Database (ORD), a public repository of structured organic reaction records Starting materials: C(C)(C)(C)OC(=O)N1CCC(CC1)C=1N(N=C(C1)CC1=CC=CC=C1)C (4-(5-Benzyl-2-methyl-2H-pyrazol-3-yl)-piperidine-1-carboxylic acid tert-butyl ester). Solvent: FC(C(=O)O)(F)F (trifluoroacetic acid), C(Cl)Cl (DCM). Run at time 30 minute. Yields the product C(C1=CC=CC=C1)C=1C=C(N(N1)C)C1CCNCC1 (4-(5-Benzyl-2-methyl-2H-pyrazol-3-yl)-piperidine). The yield is 78.3%. RXN SMILES: C(OC([N:8]1[CH2:13][CH2:12][CH:11]([C:14]2[N:15]([CH3:26])[N:16]=[C:17]([CH2:19][C:20]3[CH:25]=[CH:24][CH:23]=[CH:22][CH:21]=3)[CH:18]=2)[CH2:10][CH2:9]1)=O)(C)(C)C>FC(F)(F)C(O)=O.C(Cl)Cl>[CH2:19]([C:17]1[CH:18]=[C:14]([CH:11]2[CH2:12][CH2:13][NH:8][CH2:9][CH2:10]2)[N:15]([CH3:26])[N:16]=1)[C:20]1[CH:21]=[CH:22][CH:23]=[CH:24][CH:25]=1. Reported procedure: 4-(5-Benzyl-2-methyl-2H-pyrazol-3-yl)-piperidine-1-carboxylic acid tert-butyl ester (0.032 g) was dissolved in a 25% v/v solution of trifluoroacetic acid in DCM (7 mL) and stirred for 30 minutes. The solvents were then evaporated under reduced pressure to give a clear oil which was purified by column chromatography on SCX-2 stationary phase using a gradient of DCM up to 50% 7N NH3 in MeOH in DCM as eluent. Evaporation of solvent under reduced pressure gave the title compound as a clear oil (0.01... Reactants: O=C(C=CC=C(c1cccc(F)c1)c1cccc(F)c1)Oc1ccc([N+](=O)[O-])cc1, C1CCOC1, NCCCCc1cccnc1. Product: O=C(C=CC=C(c1cccc(F)c1)c1cccc(F)c1)NCCCCc1cccnc1. As a reaction SMILES: [N+:1]([c:2]1[cH:3][cH:4][c:5]([O:6][C:11]([CH:12]=[CH:13][CH:14]=[C:15]([c:16]2[cH:17][c:18]([F:22])[cH:19][cH:20][cH:21]2)[c:23]2[cH:24][c:25]([F:29])[cH:26][cH:27][cH:28]2)=[O:30])[cH:7][cH:8]1)([O-:9])=[O:10].[O:42]1[CH2:43][CH2:44][CH2:45][CH2:46]1.[n:31]1[cH:32][c:33]([CH2:37][CH2:38][CH2:39][CH2:40][NH2:41])[cH:34][cH:35][cH:36]1>>[C:11]([CH:12]=[CH:13][CH:14]=[C:15]([c:16]1[cH:17][c:18]([F:22])[cH:19][cH:20][cH:21]1)[c:23]1[cH:24][c:25]([F:29])[cH:26][cH:27][cH:28]1)(=[O:30])[NH:41][CH2:40][CH2:39][CH2:38][CH2:37][c:33]1[cH:32][n:31][cH:36][cH:35][cH:34]1. Starting materials: CC(=O)O, Nc1cncc(Br)c1, O=C1OC(=O)c2ccccc21. RXN SMILES: [CH3:20][C:21](=[O:22])[OH:23].[NH2:1][c:2]1[cH:3][n:4][cH:5][c:6]([Br:8])[cH:7]1.[O:9]=[C:10]1[O:11][C:12](=[O:13])[c:14]2[cH:15][cH:16][cH:17][cH:18][c:19]21>>[N:1]1([c:2]2[cH:3][n:4][cH:5][c:6]([Br:8])[cH:7]2)[C:10](=[O:9])[c:19]2[c:14]([cH:15][cH:16][cH:17][cH:18]2)[C:12]1=[O:11]. The product is O=C1c2ccccc2C(=O)N1c1cncc(Br)c1.